Dataset: the Open Reaction Database (ORD), a public repository of structured organic reaction records. Task: describe an organic reaction: reactants, conditions, products, and yield Starting materials: [OH-].[Na+] (sodium hydroxide), C(Cl)(Cl)Cl (chloroform), CC(=C)C1=CC=CC=C1 (α-methylstyrene), C(Cl)(Cl)Cl (chloroform), Cl (hydrochloric acid). Product: ClC1(C(C1)(C1=CC=CC=C1)C)Cl (2,2-Dichloro-1-methyl-1-phenyl-cyclopropane). Reaction SMILES: [OH-].[Na+].[CH3:3][C:4]([C:6]1[CH:11]=[CH:10][CH:9]=[CH:8][CH:7]=1)=[CH2:5].Cl.[CH:13]([Cl:16])(Cl)[Cl:14]>[Cl-].C([N+](CC)(CC)CC1C=CC=CC=1)C.O>[Cl:14][C:13]1([Cl:16])[CH2:3][C:4]1([CH3:5])[C:6]1[CH:11]=[CH:10][CH:9]=[CH:8][CH:7]=1 |f:0.1,5.6|. The reagents and catalysts are [Cl-].C(C)[N+](CC1=CC=CC=C1)(CC)CC (triethylbenzylammonium chloride). Procedure details: A solution of 3 g of triethylbenzylammonium chloride in 500 g of chloroform is added over the course of 5 minutes to 800 g of 50% strength by weight sodium hydroxide solution in a 2 l stirred apparatus equipped with a dropping funnel and internal thermometer, at 50° C., whilst cooling and stirring slowly. A solution of 345 g of α-methylstyrene in 300 g of chloroform is added dropwise over the course of 45 minutes to the preceding mixture with vigorous stirring and cooling at 50° C. After stirrin... Conditions: temperature 50 celsius. The solvent is O (water).